This data is from the Open Reaction Database (ORD), a public repository of structured organic reaction records. The task is: describe an organic reaction: reactants, conditions, products, and yield Reported procedure: A solution of 7-methyl-10-nitro-4-oxo-4H-pyrimido[2,1-a]isoquinoline-3-carboxylic acid (300 mg) in N,N-dimethylformamide (40 ml) was added to an aqueous sodium bicarbonate solution (60 ml). After being stirred for 1 hour, the mixture was allowed to stand in a refrigerator and the resultant precipitate was collected by filtration. To the solid was added aqueous methanol, stirred at room temperature, and collected by suction to give sodium 7-methyl-10-nitro-4-oxo-4H-pyrimido[2,1-a]isoquinoline-3-c... RXN SMILES: [CH3:1][C:2]1[C:11]2[C:6](=[CH:7][C:8]([N+:12]([O-:14])=[O:13])=[CH:9][CH:10]=2)[C:5]2=[N:15][CH:16]=[C:17]([C:20]([OH:22])=[O:21])[C:18](=[O:19])[N:4]2[CH:3]=1.C(=O)(O)[O-].[Na+:27]>CN(C)C=O>[CH3:1][C:2]1[C:11]2[C:6](=[CH:7][C:8]([N+:12]([O-:14])=[O:13])=[CH:9][CH:10]=2)[C:5]2=[N:15][CH:16]=[C:17]([C:20]([O-:22])=[O:21])[C:18](=[O:19])[N:4]2[CH:3]=1.[Na+:27] |f:1.2,4.5|. Product: CC1=CN2C(C3=CC(=CC=C13)[N+](=O)[O-])=NC=C(C2=O)C(=O)[O-].[Na+] (sodium 7-methyl-10-nitro-4-oxo-4H-pyrimido[2,1-a]isoquinoline-3-carboxylate). Run in CN(C=O)C (N,N-dimethylformamide). Reaction conditions: time 1 hour. The reactants are CC1=CN2C(C3=CC(=CC=C13)[N+](=O)[O-])=NC=C(C2=O)C(=O)O (7-methyl-10-nitro-4-oxo-4H-pyrimido[2,1-a]isoquinoline-3-carboxylic acid), C([O-])(O)=O.[Na+] (sodium bicarbonate). Starting materials: CC#N, O=C=NC(=O)c1ccccc1Cl, Nc1ccc(C(F)(F)F)cc1. Yields the product O=C(NC(=O)c1ccccc1Cl)Nc1ccc(C(F)(F)F)cc1. As a reaction SMILES: [CH3:24][C:25]#[N:26].[Cl:1][c:2]1[c:3]([C:4](=[O:5])[N:6]=[C:7]=[O:8])[cH:9][cH:10][cH:11][cH:12]1.[F:13][C:14]([c:15]1[cH:16][cH:17][c:18]([NH2:19])[cH:20][cH:21]1)([F:22])[F:23]>>[Cl:1][c:2]1[c:3]([C:4](=[O:5])[NH:6][C:7](=[O:8])[NH:19][c:18]2[cH:17][cH:16][c:15]([C:14]([F:13])([F:22])[F:23])[cH:21][cH:20]2)[cH:9][cH:10][cH:11][cH:12]1. Yields the product CCCCCCCCCCCCCCCCCCOc1cccc(C(=O)O)c1OCCCOc1ccc(OCc2ccccc2)cc1. The reactants are CCCCCCCCCCCCCCCCCCOc1cccc(C(=O)OC)c1OCCCOc1ccc(OCc2ccccc2)cc1, [Na+], [OH-]. As a reaction SMILES: [CH3:3][O:4][C:5]([c:6]1[c:7]([O:31][CH2:32][CH2:33][CH2:34][O:35][c:36]2[cH:37][cH:38][c:39]([O:42][CH2:43][c:44]3[cH:45][cH:46][cH:47][cH:48][cH:49]3)[cH:40][cH:41]2)[c:8]([O:12][CH2:13][CH2:14][CH2:15][CH2:16][CH2:17][CH2:18][CH2:19][CH2:20][CH2:21][CH2:22][CH2:23][CH2:24][CH2:25][CH2:26][CH2:27][CH2:28][CH2:29][CH3:30])[cH:9][cH:10][cH:11]1)=[O:50].[Na+:2].[OH-:1]>>[O:4]=[C:5]([c:6]1[c:7]([O:31][CH2:32][CH2:33][CH2:34][O:35][c:36]2[cH:37][cH:38][c:39]([O:42][CH2:43][c:44]3[cH:45][cH:46][cH:47][cH:48][cH:49]3)[cH:40][cH:41]2)[c:8]([O:12][CH2:13][CH2:14][CH2:15][CH2:16][CH2:17][CH2:18][CH2:19][CH2:20][CH2:21][CH2:22][CH2:23][CH2:24][CH2:25][CH2:26][CH2:27][CH2:28][CH2:29][CH3:30])[cH:9][cH:10][cH:11]1)[OH:50]. Reactants: C(C)OC(=O)C=1C2=C(N=C(C1)O)NN=C2 (6-hydroxy-1H-pyrazolo[3,4-b]pyridine-4-carboxylic acid ethyl ester), P(=O)(Cl)(Cl)Cl (phosphorus oxychloride). Run at temperature 110 celsius. Product: C(C)OC(=O)C=1C2=C(N=C(C1)Cl)NN=C2 (6-chloro-1H-pyrazolo[3,4-b]pyridine-4-carboxylic acid ethyl ester). The yield is 21.0%. Reaction SMILES: [CH2:1]([O:3][C:4]([C:6]1[C:7]2[CH:15]=[N:14][NH:13][C:8]=2[N:9]=[C:10](O)[CH:11]=1)=[O:5])[CH3:2].P(Cl)(Cl)([Cl:18])=O>>[CH2:1]([O:3][C:4]([C:6]1[C:7]2[CH:15]=[N:14][NH:13][C:8]=2[N:9]=[C:10]([Cl:18])[CH:11]=1)=[O:5])[CH3:2]. Reported procedure: A mixture of 6-hydroxy-1H-pyrazolo[3,4-b]pyridine-4-carboxylic acid ethyl ester (116.4 g, 0.562 mol) and phosphorus oxychloride (500 mL) was heated at 110° C. for 6 hours then cooled to room temperature before being evaporated under reduced pressure. The residue was taken up in EtOAc and the precipitate filtered. The filtrate was neutralized using triethylamine (500 mL) and the resulting salt filtered. The filtrate was concentrated under vacuum and the residue subjected to silica gel column chro... The reactants are O=C(NC(Cc1ccc2c(c1)CCCC2)C(=O)N1CCN(C2CCN(Cc3ccccc3)CC2)CC1)N1CCC(N2CCc3ccccc3NC2=O)CC1, CO, [H][H]. The product is O=C(NC(Cc1ccc2c(c1)CCCC2)C(=O)N1CCN(C2CCNCC2)CC1)N1CCC(N2CCc3ccccc3NC2=O)CC1. Reaction SMILES: [CH2:1]([c:2]1[cH:3][cH:4][cH:5][cH:6][cH:7]1)[N:8]1[CH2:9][CH2:10][CH:11]([N:14]2[CH2:15][CH2:16][N:17]([C:20]([CH:21]([CH2:22][c:23]3[cH:24][c:25]4[c:30]([cH:31][cH:32]3)[CH2:29][CH2:28][CH2:27][CH2:26]4)[NH:33][C:34](=[O:35])[N:36]3[CH2:37][CH2:38][CH:39]([N:42]4[C:43](=[O:53])[NH:44][c:45]5[c:46]([cH:49][cH:50][cH:51][cH:52]5)[CH2:47][CH2:48]4)[CH2:40][CH2:41]3)=[O:54])[CH2:18][CH2:19]2)[CH2:12][CH2:13]1.[CH3:57][OH:58].[H:55][H:56]>>[NH:8]1[CH2:9][CH2:10][CH:11]([N:14]2[CH2:15][CH2:16][N:17]([C:20]([CH:21]([CH2:22][c:23]3[cH:24][c:25]4[c:30]([cH:31][cH:32]3)[CH2:29][CH2:28][CH2:27][CH2:26]4)[NH:33][C:34](=[O:35])[N:36]3[CH2:37][CH2:38][CH:39]([N:42]4[C:43](=[O:53])[NH:44][c:45]5[c:46]([cH:49][cH:50][cH:51][cH:52]5)[CH2:47][CH2:48]4)[CH2:40][CH2:41]3)=[O:54])[CH2:18][CH2:19]2)[CH2:12][CH2:13]1. Reactants: C(=O)(N1C=NC=C1)N1C=NC=C1 (carbonyldiimidazole), C(C(=O)C1=CC=CC=C1)O (Phenacyl alcohol), CC(C)([O-])C.[K+] (Potassium tert-butoxide), C(C)(C)(C)O (t-butyl alcohol). Solvent: C1CCOC1 (THF), O (water), C1CCOC1 (THF). Conditions: time 14 hour. The product is C(OCC(=O)C1=CC=CC=C1)(OC(C)(C)C)=O (Phenacyl t-butyl Carbonate). As a reaction SMILES: [CH3:1][C:2]([CH3:5])([O-:4])[CH3:3].[K+].[C:7]([OH:11])(C)(C)C.C(N1C=CN=C1)(N1C=CN=C1)=O.[CH2:24]([OH:33])[C:25]([C:27]1[CH:32]=[CH:31][CH:30]=[CH:29][CH:28]=1)=[O:26]>C1COCC1.O>[C:7](=[O:11])([O:4][C:2]([CH3:5])([CH3:3])[CH3:1])[O:33][CH2:24][C:25]([C:27]1[CH:32]=[CH:31][CH:30]=[CH:29][CH:28]=1)=[O:26] |f:0.1|. Reported procedure: Potassium tert-butoxide (0.543 g, 4.83 mM) and t-butyl alcohol (0.525 g, 7.08 mM) were stirred in 15 mL dry THF. The mixture was added to a suspension of carbonyldiimidazole (1.5 g, 9.26 mM) in 15 mL dry THF. The mixture was stirred at room temperature for about 14 h. Phenacyl alcohol (0.643 g, 4.73 mM) was added to the reaction mixture and stirred at 0° C. for 2 h. About 30 mL water was added to the mixture and the carbonate was extracted with (3×50 mL) dichloromethane. The carbonate was purifi...